This data is from the Open Reaction Database (ORD), a public repository of structured organic reaction records. The task is: describe an organic reaction: reactants, conditions, products, and yield Starting materials: N1=CC=CC2=CC(=CC=C12)CN1N=NC=2C1=NC(=CN2)\C(\C)=N\OCCN2C(C1=CC=CC=C1C2=O)=O ((E)-2-(2-(1-(1-(quinolin-6-ylmethyl)-1H-[1,2,3]triazolo[4,5-b]pyrazin-6-yl)ethylideneaminooxy)ethyl)isoindoline-1,3-dione), O.NN (hydrazine monohydrate). The solvent is CO (MeOH). Procedure details: To a solution of (E)-2-(2-(1-(1-(quinolin-6-ylmethyl)-1H-[1,2,3]triazolo[4,5-b]pyrazin-6-yl)ethylideneaminooxy)ethyl)isoindoline-1,3-dione (70 mg, 0.142 mmol) in MeOH (10 mL) was added hydrazine monohydrate (35.6 mg, 0.711 mmol). The solution was heated at reflux for 30 h and concentrated in vacuo. The crude was purified by column chromatography to afford 19 mg (37%) of the title compound. 1H-NMR (400 MHz, DMSO-d6+D2O) δ ppm 9.35 (s, 1H), 8.98 (s, 1H), 8.35 (d, 1H), 8.02 (s, 1H), 8.01 (d, 1H), 7... RXN SMILES: [N:1]1[C:10]2[C:5](=[CH:6][C:7]([CH2:11][N:12]3[C:16]4=[N:17][C:18](/[C:21](=[N:23]/[O:24][CH2:25][CH2:26][N:27]5C(=O)C6C(=CC=CC=6)C5=O)/[CH3:22])=[CH:19][N:20]=[C:15]4[N:14]=[N:13]3)=[CH:8][CH:9]=2)[CH:4]=[CH:3][CH:2]=1.O.NN>CO>[NH2:27][CH2:26][CH2:25][O:24]/[N:23]=[C:21](/[C:18]1[N:17]=[C:16]2[N:12]([CH2:11][C:7]3[CH:6]=[C:5]4[C:10](=[CH:9][CH:8]=3)[N:1]=[CH:2][CH:3]=[CH:4]4)[N:13]=[N:14][C:15]2=[N:20][CH:19]=1)\[CH3:22] |f:1.2|. Yield: 36.9%. The product is NCCO\N=C(/C)\C1=CN=C2C(=N1)N(N=N2)CC=2C=C1C=CC=NC1=CC2 ((E)-1-(1-(Quinolin-6-ylmethyl)-1H-[1,2,3]triazolo[4,5-b]pyrazin-6-yl)ethanone O-2-aminoethyl oxime). The solvent is S(=O)(Cl)Cl (thionyl chloride). Reactants: ClC1=C(C(=O)O)C=CC=N1 (2-chloronicotinic acid), [S-]C#N.[NH4+] (ammonium thiocyanate), C(#N)C1=CC=C(N)C=C1 (4-cyanoaniline). RXN SMILES: Cl[C:2]1[N:10]=[CH:9][CH:8]=[CH:7][C:3]=1[C:4]([OH:6])=O.[S-:11][C:12]#[N:13].[NH4+].[C:15]([C:17]1[CH:23]=[CH:22][C:20]([NH2:21])=[CH:19][CH:18]=1)#[N:16]>S(Cl)(Cl)=O>[C:15]([C:17]1[CH:23]=[CH:22][C:20]([NH:21][C:12]2[S:11][C:2]3[N:10]=[CH:9][CH:8]=[CH:7][C:3]=3[C:4](=[O:6])[N:13]=2)=[CH:19][CH:18]=1)#[N:16] |f:1.2|. Reported procedure: The reaction procedure of Example 6 was followed except that 3.60 g (30.64 mmol) of 2-chloronicotinic acid, 20 ml of thionyl chloride, 2.33 g of ammonium thiocyanate and 3.55 g of 4-cyanoaniline were used. As a result, 6.85 g of 2-(4-cyanoanilino)-4H-pyrido[3,2-e]-1,3-thiazin-4-one was obtained. Yields the product C(#N)C1=CC=C(NC=2SC3=C(C(N2)=O)C=CC=N3)C=C1 (2-(4-cyanoanilino)-4H-pyrido[3,2-e]-1,3-thiazin-4-one). The yield is 81.3%.